The task is: describe an organic reaction: reactants, conditions, products, and yield. This data is from the Open Reaction Database (ORD), a public repository of structured organic reaction records. The reactants are FC1=C(C=C2C=CC=NC2=C1)CN1N=NC=2C1=NC(=CN2)C=2C=NNC2 (7-fluoro-6-{[6-(1H-pyrazol-4-yl)-1H-[1,2,3]triazolo[4,5-b]pyrazin-1-yl]methyl}quinoline), ICCO (2-iodoethanol), C(=O)([O-])[O-].[K+].[K+] (K2CO3). The solvent is CC(=O)N(C)C (DMAC). Reaction conditions: temperature 120 celsius. Yields the product FC1=C(C=C2C=CC=NC2=C1)CN1N=NC=2C1=NC(=CN2)C=2C=NN(C2)CCO (2-(4-{1-[(7-fluoroquinolin-6-yl)methyl]-1H-[1,2,3]triazolo[4,5-b]pyrazin-6-yl}-1H-pyrazol-1-yl)ethanol). Yield: 31.7%. As a reaction SMILES: [F:1][C:2]1[CH:11]=[C:10]2[C:5]([CH:6]=[CH:7][CH:8]=[N:9]2)=[CH:4][C:3]=1[CH2:12][N:13]1[C:17]2=[N:18][C:19]([C:22]3[CH:23]=[N:24][NH:25][CH:26]=3)=[CH:20][N:21]=[C:16]2[N:15]=[N:14]1.I[CH2:28][CH2:29][OH:30].C([O-])([O-])=O.[K+].[K+]>CC(N(C)C)=O>[F:1][C:2]1[CH:11]=[C:10]2[C:5]([CH:6]=[CH:7][CH:8]=[N:9]2)=[CH:4][C:3]=1[CH2:12][N:13]1[C:17]2=[N:18][C:19]([C:22]3[CH:26]=[N:25][N:24]([CH2:28][CH2:29][OH:30])[CH:23]=3)=[CH:20][N:21]=[C:16]2[N:15]=[N:14]1 |f:2.3.4|. Reported procedure: 7-fluoro-6-{[6-(1H-pyrazol-4-yl)-1H-[1,2,3]triazolo[4,5-b]pyrazin-1-yl]methyl}quinoline (95 mg, 0.274 mmol), 2-iodoethanol (378 mg, 2.198 mmol), K2CO3 (75.8 mg, 0.548 mmol), DMAC 95 ml) were combined and heated in microwave at 120° C. for 4 h. The reaction mixture was concentrated and the resulting residue was purified via flash column chromatography eluted with 0-5% MeOH:CH2Cl2 to give the desired product as a solid (33.9 mg, 31%).